Dataset: the Open Reaction Database (ORD), a public repository of structured organic reaction records. Task: describe an organic reaction: reactants, conditions, products, and yield The reactants are [Br-], CCCc1c(Cc2ccc(-c3ccccc3C#N)cc2)c(=O)n(C2CCC(OCC(=O)N(C)OC)CC2)c2nc(C)nn12, C[Mg+], Cl, C1CCOC1. Yields the product CCCc1c(Cc2ccc(-c3ccccc3C#N)cc2)c(=O)n(C2CCC(OCC(C)=O)CC2)c2nc(C)nn12. RXN SMILES: [Br-:44].[C:1](#[N:2])[c:3]1[c:4](-[c:9]2[cH:10][cH:11][c:12]([CH2:15][c:16]3[c:17](=[O:43])[n:18]([CH:29]4[CH2:30][CH2:31][CH:32]([O:35][CH2:36][C:37](=[O:38])[N:39]([O:40][CH3:41])[CH3:42])[CH2:33][CH2:34]4)[c:19]4[n:20]([c:21]3[CH2:22][CH2:23][CH3:24])[n:25][c:26]([CH3:28])[n:27]4)[cH:13][cH:14]2)[cH:5][cH:6][cH:7][cH:8]1.[CH3:45][Mg+:46].[ClH:47].[O:48]1[CH2:49][CH2:50][CH2:51][CH2:52]1>>[C:1](#[N:2])[c:3]1[c:4](-[c:9]2[cH:10][cH:11][c:12]([CH2:15][c:16]3[c:17](=[O:43])[n:18]([CH:29]4[CH2:30][CH2:31][CH:32]([O:35][CH2:36][C:37](=[O:38])[CH3:45])[CH2:33][CH2:34]4)[c:19]4[n:20]([c:21]3[CH2:22][CH2:23][CH3:24])[n:25][c:26]([CH3:28])[n:27]4)[cH:13][cH:14]2)[cH:5][cH:6][cH:7][cH:8]1.